Dataset: the Open Reaction Database (ORD), a public repository of structured organic reaction records. Task: describe an organic reaction: reactants, conditions, products, and yield Reactants: CN(C)c1ccc(C(c2ccc(N(C)C)cc2)c2ccc(N(C)C)cc2C(=O)O)cc1, [Co], [Na+], [Na+], O=C([O-])[O-], O, O=S(=O)(O)c1ccc(O)c(N=Nc2c(O)ccc3ccccc23)c1. Yields the product CN(C)c1ccc(C2(c3ccc(N(C)C)cc3)OC(=O)c3cc(N(C)C)ccc32)cc1. RXN SMILES: [CH3:7][N:8]([c:9]1[cH:10][cH:11][c:12]([CH:13]([c:14]2[cH:15][cH:16][c:17]([N:20]([CH3:21])[CH3:22])[cH:18][cH:19]2)[c:23]2[c:24]([C:25](=[O:26])[OH:27])[cH:28][c:29]([N:32]([CH3:33])[CH3:34])[cH:30][cH:31]2)[cH:35][cH:36]1)[CH3:37].[Co:63].[Na+:1].[Na+:2].[O-:3][C:4](=[O:5])[O-:6].[O:62].[OH:38][c:39]1[cH:40][cH:41][c:42]2[c:43]([cH:44][cH:45][cH:46][cH:47]2)[c:48]1[N:49]=[N:50][c:51]1[cH:52][c:53]([S:54]([OH:55])(=[O:56])=[O:57])[cH:58][cH:59][c:60]1[OH:61]>>[CH3:7][N:8]([c:9]1[cH:10][cH:11][c:12]([C:13]2([c:14]3[cH:15][cH:16][c:17]([N:20]([CH3:21])[CH3:22])[cH:18][cH:19]3)[c:23]3[c:24]([cH:28][c:29]([N:32]([CH3:33])[CH3:34])[cH:30][cH:31]3)[C:25](=[O:27])[O:26]2)[cH:35][cH:36]1)[CH3:37]. Reactants: CC1=C(C=CC(=C1)C1=NOC(=N1)C)C1=CC=C(C=C1)C(=O)O (2'-methyl-4'-(5-methyl-1,2,4-oxadiazol-3-yl) biphenyl-4-carboxylic acid), N1(CCOCC1)CCOC=1C=C(N)C=CC1OC (3-(2-morpholin-4-ylethoxy)-4-methoxyaniline), Example 1. Yields the product N1(CCOCC1)CCOC=1C=C(C=CC1OC)NC(=O)C1=CC=C(C=C1)C1=C(C=C(C=C1)C1=NOC(=N1)C)C (N-[3-(2-Morpholin-4-ylethoxy)-4-methoxyphenyl]-2'-methyl-4'-(5-methyl-1,2,4-oxadiazol-3-yl)biphenyl-4-carboxamide). Reaction SMILES: [CH3:1][C:2]1[CH:7]=[C:6]([C:8]2[N:12]=[C:11]([CH3:13])[O:10][N:9]=2)[CH:5]=[CH:4][C:3]=1[C:14]1[CH:19]=[CH:18][C:17]([C:20](O)=[O:21])=[CH:16][CH:15]=1.[N:23]1([CH2:29][CH2:30][O:31][C:32]2[CH:33]=[C:34]([CH:36]=[CH:37][C:38]=2[O:39][CH3:40])[NH2:35])[CH2:28][CH2:27][O:26][CH2:25][CH2:24]1>>[N:23]1([CH2:29][CH2:30][O:31][C:32]2[CH:33]=[C:34]([NH:35][C:20]([C:17]3[CH:18]=[CH:19][C:14]([C:3]4[CH:4]=[CH:5][C:6]([C:8]5[N:12]=[C:11]([CH3:13])[O:10][N:9]=5)=[CH:7][C:2]=4[CH3:1])=[CH:15][CH:16]=3)=[O:21])[CH:36]=[CH:37][C:38]=2[O:39][CH3:40])[CH2:28][CH2:27][O:26][CH2:25][CH2:24]1. Reported procedure: The title compound was prepared from 2'-methyl-4'-(5-methyl-1,2,4-oxdiazol-3-yl)biphenyl-4-carboxylic acid (EP 0533268 A1) and 3-(2-morpholin-4-ylethoxy)-4-methoxyaniline (D13) using a similar procedure to Example 1 (58%) mp 58°-63° C. Reactants: Cl.ClCCN1CCCCC1 (1-(2-Chloroethyl)piperidine hydrochloride), C(O)([O-])=O.[Na+] (sodium hydrogen carbonate), NC1=CC(=C(C(=C1C(=O)O)C)C(=O)OCC)C (6-amino-3-ethoxycarbonyl-2,4-dimethylbenzoic acid), Cl (hydrochloric acid). The solvent is C(C)O (ethanol), O (water). Run at time 24 hour. Product: Cl.Cl.C(C)OC(=O)C=1C(=C(C(=O)O)C(=CC1C)NCCN1CCCCC1)C (3-ethoxycarbonyl-2,4-dimethyl-6-(2-piperidinoethylamino)benzoic acid dihydrochloride). Yield: 67.6%. As a reaction SMILES: [ClH:1].[Cl:2][CH2:3][CH2:4][N:5]1[CH2:10][CH2:9][CH2:8][CH2:7][CH2:6]1.C(=O)([O-])O.[Na+].[NH2:16][C:17]1[C:22]([C:23]([OH:25])=[O:24])=[C:21]([CH3:26])[C:20]([C:27]([O:29][CH2:30][CH3:31])=[O:28])=[C:19]([CH3:32])[CH:18]=1.Cl>C(O)C.O>[ClH:2].[ClH:1].[CH2:30]([O:29][C:27]([C:20]1[C:21]([CH3:26])=[C:22]([C:17]([NH:16][CH2:3][CH2:4][N:5]2[CH2:10][CH2:9][CH2:8][CH2:7][CH2:6]2)=[CH:18][C:19]=1[CH3:32])[C:23]([OH:25])=[O:24])=[O:28])[CH3:31] |f:0.1,2.3,8.9.10|. Procedure details: 1-(2-Chloroethyl)piperidine hydrochloride (0.85 g) and sodium hydrogen carbonate (1.5 g) were added to a solution of 6-amino-3-ethoxycarbonyl-2,4-dimethylbenzoic acid (1.0 g) in ethanol (10 ml) and water (10 ml). The mixture was stirred at room temperature for 24 hours and then its pH was adjusted to 4-5 by addition of 10% hydrochloric acid. The solution was concentrated under reduced pressure, and the resulting residue was extracted with CHCl3. The CHCl3 extracts were combined, washed with wate... Reactants: COC(=O)c1ccccc1CBr, O=C([O-])[O-], Oc1ccc(C2CCc3ccccc32)cc1, [K+], [K+], CN(C)C=O. The product is COC(=O)c1ccccc1COc1ccc(C2CCc3ccccc32)cc1. As a reaction SMILES: [Br:1][CH2:2][c:3]1[c:4]([C:5](=[O:6])[O:7][CH3:8])[cH:9][cH:10][cH:11][cH:12]1.[C:29](=[O:30])([O-:31])[O-:32].[CH:13]1([c:22]2[cH:23][cH:24][c:25]([OH:28])[cH:26][cH:27]2)[CH2:14][CH2:15][c:16]2[cH:17][cH:18][cH:19][cH:20][c:21]21.[K+:33].[K+:34].[O:35]=[CH:36][N:37]([CH3:38])[CH3:39]>>[CH2:2]([c:3]1[c:4]([C:5](=[O:6])[O:7][CH3:8])[cH:9][cH:10][cH:11][cH:12]1)[O:28][c:25]1[cH:24][cH:23][c:22]([CH:13]2[CH2:14][CH2:15][c:16]3[cH:17][cH:18][cH:19][cH:20][c:21]32)[cH:27][cH:26]1. The reactants are FC1=CC(=CC=2O[C@H](COC21)CN)S(=O)(=O)C (1-[(2S)-5-fluoro-7-(methylsulfonyl)-2,3-dihydro-1,4-benzodioxin-2-yl]methaneamine), FC(CCI)(F)F (1,1,1-trifluoro-3-iodopropane). Run in C(C)#N (ACN). Run at temperature 120 celsius. The product is FC1=CC(=CC=2O[C@H](COC21)CNCCC(F)(F)F)S(=O)(=O)C (N-{[(2S)-5-FLUORO-7-(METHYLSULFONYL)-2,3-DIHYDRO-1,4-BENZODIOXIN-2-YL]METHYL}-N-(3,3,3-TRIFLUOROPROPYL)AMINE). Reaction SMILES: [F:1][C:2]1[C:11]2[O:10][CH2:9][C@H:8]([CH2:12][NH2:13])[O:7][C:6]=2[CH:5]=[C:4]([S:14]([CH3:17])(=[O:16])=[O:15])[CH:3]=1.[F:18][C:19]([F:24])([F:23])[CH2:20][CH2:21]I>C(#N)C>[F:1][C:2]1[C:11]2[O:10][CH2:9][C@H:8]([CH2:12][NH:13][CH2:21][CH2:20][C:19]([F:24])([F:23])[F:18])[O:7][C:6]=2[CH:5]=[C:4]([S:14]([CH3:17])(=[O:16])=[O:15])[CH:3]=1. Procedure details: A mixture of 1-[(2S)-5-fluoro-7-(methylsulfonyl)-2,3-dihydro-1,4-benzodioxin-2-yl]methaneamine (0.3 g, 1.1 mmol), 1,1,1-trifluoro-3-iodopropane (0.16 ml, 1.4 mmol) K2CO3 (0.32 g, 2.3 mmol) and ACN (4 ml) was heated under microwave radiation at 120° C. for 30 min. The mixture was filtrated and evaporated to dryness and the product was purified by flash column chromatography (EtOAc). Yield: 0.12 g, 31%. The amine was converted to the hydrochloric acid salt and crystallized from MeOH/Et2O. M.p. 233... Reactants: Cl, CCOC(=O)N=NC(=O)OCC, C1CCOC1, CNC(=S)C1(c2cccnc2)CCCCC1(C)O, c1ccc(P(c2ccccc2)c2ccccc2)cc1. The product is C=C1CCCCC1(C(=S)NC)c1cccnc1. As a reaction SMILES: [ClH:50].[O:20]=[C:21]([O:22][CH2:23][CH3:24])[N:25]=[N:26][C:27]([O:28][CH2:29][CH3:30])=[O:31].[O:51]1[CH2:52][CH2:53][CH2:54][CH2:55]1.[OH:32][C:33]1([CH3:49])[C:34]([C:39]([NH:40][CH3:41])=[S:42])([c:43]2[cH:44][n:45][cH:46][cH:47][cH:48]2)[CH2:35][CH2:36][CH2:37][CH2:38]1.[c:1]1([P:2]([c:3]2[cH:4][cH:5][cH:6][cH:7][cH:8]2)[c:9]2[cH:10][cH:11][cH:12][cH:13][cH:14]2)[cH:15][cH:16][cH:17][cH:18][cH:19]1>>[C:33]1(=[CH2:49])[C:34]([C:39]([NH:40][CH3:41])=[S:42])([c:43]2[cH:44][n:45][cH:46][cH:47][cH:48]2)[CH2:35][CH2:36][CH2:37][CH2:38]1.